Dataset: the Open Reaction Database (ORD), a public repository of structured organic reaction records. Task: describe an organic reaction: reactants, conditions, products, and yield Starting materials: [BH4-].[Na+] (Sodium borohydride), OC1=CC(=NC=2N1N=CC2)CCC(C)=O (7-hydroxy-5-(3-oxobutyl)pyrazolo[1,5-a]pyrimidine), Cl (hydrochloric acid). The solvent is CO (methanol). Reaction conditions: temperature 0 celsius, time 2 hour. Yields the product OC1=CC(=NC=2N1N=CC2)CCC(C)O (7-hydroxy-5-(3-hydroxybutyl) pyrazolo[1,5-a]pyrimidine). Isolated yield 72.3%. As a reaction SMILES: [OH:1][C:2]1[N:7]2[N:8]=[CH:9][CH:10]=[C:6]2[N:5]=[C:4]([CH2:11][CH2:12][C:13](=[O:15])[CH3:14])[CH:3]=1.[BH4-].[Na+].Cl>CO>[OH:1][C:2]1[N:7]2[N:8]=[CH:9][CH:10]=[C:6]2[N:5]=[C:4]([CH2:11][CH2:12][CH:13]([OH:15])[CH3:14])[CH:3]=1 |f:1.2|. Procedure: The crystals obtained in step (2) (5.7 g) were dissolved in 120 ml of methanol. Sodium borohydride (0.53 g) was added under ice-cooling and stirred at 0° C. for 2 hours. After completion of the reaction, the reaction mixture was acidified by adding dilute aqueous hydrochloric acid dropwise and then extracted with chloroform. The organic layer was collected, washed with a saturated saline solution, dried over anhydrous sodium sulfate and concentrated under reduced pressure. The residue was recrys... The reactants are CC(C)(C)[Si](C)(C)Cl, CN(C)C=O, CCOC(C)=O, Cc1cc(O)cc(C)c1-c1cccc(C=O)c1, c1c[nH]cn1. The product is Cc1cc(O[Si](C)(C)C(C)(C)C)cc(C)c1-c1cccc(C=O)c1. RXN SMILES: [C:23]([CH3:24])([CH3:25])([CH3:26])[Si:27]([Cl:28])([CH3:29])[CH3:30].[CH3:31][N:32]([CH3:33])[CH:34]=[O:35].[CH3:36][CH2:37][O:38][C:39](=[O:40])[CH3:41].[OH:1][c:2]1[cH:3][c:4]([CH3:17])[c:5](-[c:9]2[cH:10][c:11]([CH:15]=[O:16])[cH:12][cH:13][cH:14]2)[c:6]([CH3:8])[cH:7]1.[nH:18]1[cH:19][cH:20][n:21][cH:22]1>>[O:1]([c:2]1[cH:3][c:4]([CH3:17])[c:5](-[c:9]2[cH:10][c:11]([CH:15]=[O:16])[cH:12][cH:13][cH:14]2)[c:6]([CH3:8])[cH:7]1)[Si:27]([C:23]([CH3:24])([CH3:25])[CH3:26])([CH3:29])[CH3:30].